Dataset: the Open Reaction Database (ORD), a public repository of structured organic reaction records. Task: describe an organic reaction: reactants, conditions, products, and yield Starting materials: COC(C1=C(C(=CC=C1)O)N)=O (2-Amino-3-hydroxy-benzoic acid methyl ester), COC1=CC=C(C=C1)S(=O)(=O)Cl (p-methoxybenzenesulfonyl chloride). The solvent is C(Cl)(Cl)Cl (chloroform), N1=CC=CC=C1 (pyridine). Run at time 24 hour. The product is COC(C1=C(C(=CC=C1)O)NS(=O)(=O)C1=CC=C(C=C1)OC)=O (3-Hydroxy-2-(4-methoxy-benzenesulfonylamino)-benzoic acid methyl ester). The yield is 56.9%. RXN SMILES: [CH3:1][O:2][C:3](=[O:12])[C:4]1[CH:9]=[CH:8][CH:7]=[C:6]([OH:10])[C:5]=1[NH2:11].[CH3:13][O:14][C:15]1[CH:20]=[CH:19][C:18]([S:21](Cl)(=[O:23])=[O:22])=[CH:17][CH:16]=1>N1C=CC=CC=1.C(Cl)(Cl)Cl>[CH3:1][O:2][C:3](=[O:12])[C:4]1[CH:9]=[CH:8][CH:7]=[C:6]([OH:10])[C:5]=1[NH:11][S:21]([C:18]1[CH:17]=[CH:16][C:15]([O:14][CH3:13])=[CH:20][CH:19]=1)(=[O:23])=[O:22]. Procedure details: To a solution of 0.748 g (4.48 mmol) of the product of Example 30 in 10.0 mL of pyridine was added 0.928 g (4.48 mmol) of p-methoxybenzenesulfonyl chloride. The reaction mixture was stirred for 24 h at room temperature and then diluted with chloroform and washed with 5% HCl solution and water. The organic layer was then dried over MgSO4, filtered and concentrated in vacuo. The residue was triturated with ether-hexanes and the resulting solid was filtered and dried to provide 0.86 g (57%) of the ... The reactants are [C]=O (carbon monoxide), C(C)O (ethanol), C1CCOC1 (THF), complex, C(Cl)[C@H]1CO1 ((R)-epichlorohydrin). Reagents/catalysts: CN(C1=CC=NC=C1)C (4-dimethylaminopyridine). Yields the product C(C)OC(C[C@H](CCl)O)=O ((R)-4-chloro-3-hydroxybutanoic acid ethyl ester). Isolated yield 83.0%. Reaction SMILES: [CH2:1]([OH:3])[CH3:2].[CH2:4]([C@@H:6]1[O:8][CH2:7]1)[Cl:5].[C]=O.C1C[O:14][CH2:13]C1>CN(C)C1C=CN=CC=1>[CH2:1]([O:3][C:13](=[O:14])[CH2:7][C@@H:6]([OH:8])[CH2:4][Cl:5])[CH3:2] |^3:8|. Reported procedure: In a 50 mL-volumetric autoclave were added deaerated ethanol (10 mL) and THF (10 mL), and thereto were added 4-dimethylaminopyridine (61 mg, 0.5 mmol) and (R)-epichlorohydrin (1.9 g, 20 mmol, >99% ee). Then to the mixture was added crystalline dicobaltoctacarbonyl complex (171 mg, 0.5 mmol). After covering the autoclave with a cap, carbon monoxide (2 MPa) was introduced therein and the mixture was reacted at 40° C. for 16 hours. After cooling to room temperature, the solvent was removed in vacuo... Reactants: [BH4-], C1CCOC1, CCOC(C)=O, [Cl-], [Cl-], [Cl-], [NH4+], [Na+], O, CNC(=O)c1ccc2cc(C(O)(CC(=O)OC(C)C)c3cn(C(c4ccccc4)(c4ccccc4)c4ccccc4)cn3)ccc2c1, [Zn+2]. The product is CNC(=O)c1ccc2cc(C(O)(CCO)c3cn(C(c4ccccc4)(c4ccccc4)c4ccccc4)cn3)ccc2c1. RXN SMILES: [BH4-:6].[CH2:1]1[O:2][CH2:3][CH2:4][CH2:5]1.[CH3:60][CH2:61][O:62][C:63](=[O:64])[CH3:65].[Cl-:55].[Cl-:57].[Cl-:59].[NH4+:56].[Na+:7].[OH2:66].[OH:8][C:9]([CH2:10][C:11](=[O:12])[O:13][CH:14]([CH3:15])[CH3:16])([c:17]1[n:18][cH:19][n:20]([C:22]([c:23]2[cH:24][cH:25][cH:26][cH:27][cH:28]2)([c:29]2[cH:30][cH:31][cH:32][cH:33][cH:34]2)[c:35]2[cH:36][cH:37][cH:38][cH:39][cH:40]2)[cH:21]1)[c:41]1[cH:42][c:43]2[cH:44][cH:45][c:46]([C:51](=[O:52])[NH:53][CH3:54])[cH:47][c:48]2[cH:49][cH:50]1.[Zn+2:58]>>[OH:8][C:9]([CH2:10][CH2:11][OH:12])([c:17]1[n:18][cH:19][n:20]([C:22]([c:23]2[cH:24][cH:25][cH:26][cH:27][cH:28]2)([c:29]2[cH:30][cH:31][cH:32][cH:33][cH:34]2)[c:35]2[cH:36][cH:37][cH:38][cH:39][cH:40]2)[cH:21]1)[c:41]1[cH:42][c:43]2[cH:44][cH:45][c:46]([C:51](=[O:52])[NH:53][CH3:54])[cH:47][c:48]2[cH:49][cH:50]1. The reactants are CC1=NNC(=C1C1=CC=C(C=C1)C)N (3-Methyl-4-(4-methylphenyl)-1H-pyrazol-5-a mine), FC(C=1C=C(C=CC1)C(CC(=O)OCC)=O)(F)F (ethyl 3-(3-(trifluoromethyl)phenyl)-3-oxopropanoate). The solvent is N1=CC=CC=C1 (pyridine). Yields the product CC1=CC=C(C=C1)C=1C(=NN2C1NC(C=C2C2=CC(=CC=C2)C(F)(F)F)=O)C (3-(4-methylphenyl)-7-(3-(trifluoromethyl)phenyl)-2-methylpyrazolo[1,5-a]pyrimidin-5(4H)-one). Yield: 65.9%. RXN SMILES: [CH3:1][C:2]1[C:6]([C:7]2[CH:12]=[CH:11][C:10]([CH3:13])=[CH:9][CH:8]=2)=[C:5]([NH2:14])[NH:4][N:3]=1.[F:15][C:16]([F:32])([F:31])[C:17]1[CH:18]=[C:19]([C:23](=O)[CH2:24][C:25](OCC)=[O:26])[CH:20]=[CH:21][CH:22]=1>N1C=CC=CC=1>[CH3:13][C:10]1[CH:11]=[CH:12][C:7]([C:6]2[C:2]([CH3:1])=[N:3][N:4]3[C:23]([C:19]4[CH:20]=[CH:21][CH:22]=[C:17]([C:16]([F:31])([F:32])[F:15])[CH:18]=4)=[CH:24][C:25](=[O:26])[NH:14][C:5]=23)=[CH:8][CH:9]=1. Procedure: 3-Methyl-4-(4-methylphenyl)-1H-pyrazol-5-a mine (300 mg) and ethyl 3-(3-(trifluoromethyl)phenyl)-3-oxopropanoate (500 mg) are stirred overnight in a pyridine (10 mL) solvent at 95° C. After cooling to room temperature, the reaction solvent is removed by distillation under reduced pressure. The remainder is extracted with ethyl acetate and water. The extracted organic layer is washed with brine and dehydrated with anhydrous MgSO4. The dehydrated organic layer is distilled under reduced pressure a...